Dataset: the Open Reaction Database (ORD), a public repository of structured organic reaction records. Task: describe an organic reaction: reactants, conditions, products, and yield The reactants are CC(C)=O, OC(c1cc2cccnc2cc1F)c1cnc2ccc(Cl)nn12. Yields the product O=C(c1cc2cccnc2cc1F)c1cnc2ccc(Cl)nn12. Reaction SMILES: [CH3:24][C:25](=[O:26])[CH3:27].[Cl:1][c:2]1[cH:3][cH:4][c:5]2[n:6]([n:7]1)[c:8]([CH:11]([OH:12])[c:13]1[cH:14][c:15]3[cH:16][cH:17][cH:18][n:19][c:20]3[cH:21][c:22]1[F:23])[cH:9][n:10]2>>[Cl:1][c:2]1[cH:3][cH:4][c:5]2[n:6]([n:7]1)[c:8]([C:11](=[O:12])[c:13]1[cH:14][c:15]3[cH:16][cH:17][cH:18][n:19][c:20]3[cH:21][c:22]1[F:23])[cH:9][n:10]2.